This data is from the Open Reaction Database (ORD), a public repository of structured organic reaction records. The task is: describe an organic reaction: reactants, conditions, products, and yield The reactants are C[C@H]1NCCOC1 ((R)-3-methylmorpholine), FC1=CC=C(C=C1)C1=NC(=NC(=C1)N1C(CNCC1)C)N1C(CCC1)C (4-(4-fluoro-phenyl)-6-(2-methyl-piperazin-1-yl)-2-(2-methyl-pyrrolidin-1-yl)-pyrimidine). Product: FC1=CC=C(C=C1)C1=NC(=NC(=C1)N1C(CNCC1)C)N1C(COCC1)C (4-[4-(4-Fluoro-phenyl)-6-(2-methyl-piperazin-1-yl)-pyrimidin-2-yl]-3-methyl-morpholine). Reaction SMILES: [CH3:1][C@@H:2]1[CH2:7][O:6][CH2:5][CH2:4][NH:3]1.[F:8][C:9]1[CH:14]=[CH:13][C:12]([C:15]2[CH:20]=[C:19]([N:21]3[CH2:26][CH2:25][NH:24][CH2:23][CH:22]3[CH3:27])[N:18]=[C:17](N3CCCC3C)[N:16]=2)=[CH:11][CH:10]=1>>[F:8][C:9]1[CH:14]=[CH:13][C:12]([C:15]2[CH:20]=[C:19]([N:21]3[CH2:26][CH2:25][NH:24][CH2:23][CH:22]3[CH3:27])[N:18]=[C:17]([N:3]3[CH2:4][CH2:5][O:6][CH2:7][CH:2]3[CH3:1])[N:16]=2)=[CH:11][CH:10]=1. Procedure: This compound is prepared using (R)-3-methylmorpholine (WO 02/064096) in a procedure analogous to that used for the preparation of 4-(4-fluoro-phenyl)-6-(2-methyl-piperazin-1-yl)-2-(2-methyl-pyrrolidin-1-yl)-pyrimidine in Example 2F step 3. The reactants are C(#N)C1=CC(=C(C(=C1)[N+](=O)[O-])C)[N+](=O)[O-] (4-cyano-2,6-dinitrotoluene), [Sn] (tin), [OH-].[NH4+] (ammonium hydroxide). Run in Cl (hydrochloric acid), C(C)(=O)O (acetic acid). Reaction conditions: temperature 50 celsius, time 2.5 hour. Yields the product C(#N)C1=CC(=C(C(=C1)N)C)N (4-cyano-2,6-diaminotoluene). As a reaction SMILES: [C:1]([C:3]1[CH:8]=[C:7]([N+:9]([O-])=O)[C:6]([CH3:12])=[C:5]([N+:13]([O-])=O)[CH:4]=1)#[N:2].[Sn].[OH-].[NH4+]>Cl.C(O)(=O)C>[C:1]([C:3]1[CH:4]=[C:5]([NH2:13])[C:6]([CH3:12])=[C:7]([NH2:9])[CH:8]=1)#[N:2] |f:2.3,^3:15|. Procedure details: A solution of 4-cyano-2,6-dinitrotoluene (8.55 g) in concentrated hydrochloric acid (70 mL) and glacial acetic acid (10 mL) is treated with tin metal (granules, 14.66 g), which is added slowly so that the temperature does not exceed 50° C. The reaction is stirred at 50° C. for 2.5 hours, then poured into ice and basified to pH=11 with concentrated ammonium hydroxide. The products are extracted with ethyl acetate (5×300 mL). The combined extracts are dried over sodium sulfate and rotary evaporate...